From a dataset of the Open Reaction Database (ORD), a public repository of structured organic reaction records. describe an organic reaction: reactants, conditions, products, and yield Reactants: Brc1ccccc1, CCCCCC, CCOC(=O)c1c(O)c(Cl)c(C)n(C)c1=O, Nc1ccc(Cl)nn1. Yields the product Cc1c(Cl)c(O)c(C(=O)Nc2ccc(Cl)nn2)c(=O)n1C. RXN SMILES: [Br:25][c:26]1[cH:27][cH:28][cH:29][cH:30][cH:31]1.[CH3:32][CH2:33][CH2:34][CH2:35][CH2:36][CH3:37].[Cl:1][c:2]1[c:3]([OH:16])[c:4]([C:11]([O:13][CH2:12][CH3:14])=[O:15])[c:5](=[O:10])[n:6]([CH3:9])[c:7]1[CH3:8].[NH2:17][c:18]1[n:19][n:20][c:21]([Cl:24])[cH:22][cH:23]1>>[Cl:1][c:2]1[c:3]([OH:16])[c:4]([C:11](=[O:13])[NH:17][c:18]2[n:19][n:20][c:21]([Cl:24])[cH:22][cH:23]2)[c:5](=[O:10])[n:6]([CH3:9])[c:7]1[CH3:8]. Starting materials: COC(=O)C1=NC(=NC(=C1)C)Cl (2-chloro-6-methyl-pyrimidine-4-carboxylic acid methyl ester), C1(=CC=CC=C1)B(O)O (phenylboronic acid), P(=O)([O-])([O-])[O-].[K+].[K+].[K+] (potassium phosphate), O.CC(OCC)=O (water EA). The reagents and catalysts are C=1C=CC(=CC1)[P](C=2C=CC=CC2)(C=3C=CC=CC3)[Pd]([P](C=4C=CC=CC4)(C=5C=CC=CC5)C=6C=CC=CC6)([P](C=7C=CC=CC7)(C=8C=CC=CC8)C=9C=CC=CC9)[P](C=1C=CC=CC1)(C=1C=CC=CC1)C=1C=CC=CC1 (tetrakis(triphenylphosphine)palladium). The solvent is O1CCOCC1 (dioxane). The product is COC(=O)C1=NC(=NC(=C1)C)C1=CC=CC=C1 (6-methyl-2-phenyl-pyrimidine-4-carboxylic acid methyl ester). Reaction SMILES: [CH3:1][O:2][C:3]([C:5]1[CH:10]=[C:9]([CH3:11])[N:8]=[C:7](Cl)[N:6]=1)=[O:4].[C:13]1(B(O)O)[CH:18]=[CH:17][CH:16]=[CH:15][CH:14]=1.P([O-])([O-])([O-])=O.[K+].[K+].[K+].O.CC(=O)OCC>O1CCOCC1.C1C=CC([P]([Pd]([P](C2C=CC=CC=2)(C2C=CC=CC=2)C2C=CC=CC=2)([P](C2C=CC=CC=2)(C2C=CC=CC=2)C2C=CC=CC=2)[P](C2C=CC=CC=2)(C2C=CC=CC=2)C2C=CC=CC=2)(C2C=CC=CC=2)C2C=CC=CC=2)=CC=1>[CH3:1][O:2][C:3]([C:5]1[CH:10]=[C:9]([CH3:11])[N:8]=[C:7]([C:13]2[CH:18]=[CH:17][CH:16]=[CH:15][CH:14]=2)[N:6]=1)=[O:4] |f:2.3.4.5,6.7,^1:46,48,67,86|. Reported procedure: 2-chloro-6-methyl-pyrimidine-4-carboxylic acid methyl ester (930 mg), phenylboronic acid (610 mg), tetrakis(triphenylphosphine)palladium (265 mg) and potassium phosphate (2.12 g) were dissolved in anhydrous dioxane (25 ml) under argon. The mixture was refluxed overnight and worked up with water/EA. The org. phases were dried (Na2SO4) and evaporated off. Column chromatography (EA/Hept 1/5) offered 875 mg of the desired compound.